This data is from the Open Reaction Database (ORD), a public repository of structured organic reaction records. The task is: describe an organic reaction: reactants, conditions, products, and yield Reactants: N#Cc1cccn1-c1cccc(C(=O)N=C(N)N)c1, CS(=O)(=O)O, CCOC(C)=O, CO. Product: N#Cc1cccn1-c1cccc(C(=O)N=C(N)N)c1, CS(=O)(=O)[O-]. As a reaction SMILES: [C:6](#[N:7])[c:8]1[n:9](-[c:13]2[cH:14][c:15]([C:16](=[O:17])[N:18]=[C:19]([NH2:20])[NH2:21])[cH:22][cH:23][cH:24]2)[cH:10][cH:11][cH:12]1.[CH3:1][S:2]([OH:3])(=[O:4])=[O:5].[CH3:25][CH2:26][O:27][C:28](=[O:29])[CH3:30].[CH3:31][OH:32]>>[C:6](#[N:7])[c:8]1[n:9](-[c:13]2[cH:14][c:15]([C:16](=[O:17])[N:18]=[C:19]([NH2:20])[NH2:21])[cH:22][cH:23][cH:24]2)[cH:10][cH:11][cH:12]1.[CH3:1][S:2](=[O:3])(=[O:4])[O-:5]. Reactants: ClC1=CC(=NC2=CC(=CC=C12)COC1=CC=C(C#N)C=C1)C (4-(4-chloro-2-methyl-quinolin-7-ylmethoxy)-benzonitrile). Run in N1CCCCC1 (piperidine). Yields the product CC1=NC2=CC(=CC=C2C(=C1)N1CCCCC1)COC1=CC=C(C#N)C=C1 (4-(2-Methyl-4-piperidin-1-yl-quinolin-7-ylmethoxy)-benzonitrile). Isolated yield 69.9%. RXN SMILES: Cl[C:2]1[C:11]2[C:6](=[CH:7][C:8]([CH2:12][O:13][C:14]3[CH:21]=[CH:20][C:17]([C:18]#[N:19])=[CH:16][CH:15]=3)=[CH:9][CH:10]=2)[N:5]=[C:4]([CH3:22])[CH:3]=1>N1CCCCC1>[CH3:22][C:4]1[CH:3]=[C:2]([N:5]2[CH2:6][CH2:11][CH2:2][CH2:3][CH2:4]2)[C:11]2[C:6](=[CH:7][C:8]([CH2:12][O:13][C:14]3[CH:21]=[CH:20][C:17]([C:18]#[N:19])=[CH:16][CH:15]=3)=[CH:9][CH:10]=2)[N:5]=1. Procedure details: A solution of 4-(4-chloro-2-methyl-quinolin-7-ylmethoxy)-benzonitrile (example 54a, 100 mg, 0.32 mmol) in piperidine (1 mL) was heated at 100° C. for 21 h. After cooling the reaciton mixture was partitioned between sat. aq. sodium hydrogencarbonate solution and dichloromethane, the organic layer was separated, washed with brine, dried (MgSO4), and evaporated. Chromatography (SiO2, dichloromethane/methanol 19:1) yielded the title compound (40 mg, 32%). Light yellow gum, ISP-MS: m/e=358.4 ([M+H]+)... Run in C(C)O (ethanol). Yields the product C(C)C1=NC=CC=C1OC=1C(=NC=C(C1)SC1=NC=CC=C1)NC1=NC(=NS1)[C@@H](CO)O ((S)-1-(5-(3-(2-ethylpyridin-3-yloxy)-5-(pyridin-2-ylthio)pyridin-2-ylamino)-1,2,4-thiadiazol-3-yl)ethane-1,2-diol). Isolated yield 82.6%. Procedure: (S)-N-(3-(2-ethylpyridin-3-yloxy)-5-(pyridin-2-ylthio)pyridin-2-yl)-3-(1,4-dioxaspiro[4.5]decan-2-yl)-1,2,4-thiadiazol-5-amine (0.600 g, 1.09 mmol) was dissolved in ethanol (25 ml) and water (600 mg) and concentrated HCl (600 mg) were added. The mixture was heated to reflux for 2 hours, concentrated in vacuo, dissolved and concentrated with EtOH (2×50 mL). The material was triturated from acetonitrile to afford (S)-1-(5-(3-(2-ethylpyridin-3-yloxy)-5-(pyridin-2-ylthio)pyridin-2-ylamino)-1,2,4-thi... Reactants: O (water), Cl (HCl), C(C)C1=NC=CC=C1OC=1C(=NC=C(C1)SC1=NC=CC=C1)NC1=NC(=NS1)[C@@H]1OC2(OC1)CCCCC2 ((S)-N-(3-(2-ethylpyridin-3-yloxy)-5-(pyridin-2-ylthio)pyridin-2-yl)-3-(1,4-dioxaspiro[4.5]decan-2-yl)-1,2,4-thiadiazol-5-amine). Reaction SMILES: [CH2:1]([C:3]1[C:8]([O:9][C:10]2[C:11]([NH:23][C:24]3[S:28][N:27]=[C:26]([C@H:29]4[CH2:33][O:32]C5(CCCCC5)[O:30]4)[N:25]=3)=[N:12][CH:13]=[C:14]([S:16][C:17]3[CH:22]=[CH:21][CH:20]=[CH:19][N:18]=3)[CH:15]=2)=[CH:7][CH:6]=[CH:5][N:4]=1)[CH3:2].O.Cl>C(O)C>[CH2:1]([C:3]1[C:8]([O:9][C:10]2[C:11]([NH:23][C:24]3[S:28][N:27]=[C:26]([C@H:29]([OH:30])[CH2:33][OH:32])[N:25]=3)=[N:12][CH:13]=[C:14]([S:16][C:17]3[CH:22]=[CH:21][CH:20]=[CH:19][N:18]=3)[CH:15]=2)=[CH:7][CH:6]=[CH:5][N:4]=1)[CH3:2]. The reactants are [K].[N+](=O)([O-])C=1C=C(C(=CC1)OC)O (4-nitroguaiacol potassium salt), BrCC(=O)OC(C)(C)C (t-butyl bromoacetate), CN(C)C=O (DMF). Product: COC1=C(OCC(=O)OC(C)(C)C)C=CC(=C1)[N+](=O)[O-] (tert-Butyl 2-(2-methoxy-4-nitrophenoxy)acetate). Isolated yield 88.0%. Reaction SMILES: [K].[N+:2]([C:5]1[CH:6]=[C:7]([OH:13])[C:8]([O:11][CH3:12])=[CH:9][CH:10]=1)([O-:4])=[O:3].BrC[C:16]([O:18][C:19]([CH3:22])([CH3:21])[CH3:20])=[O:17].[CH3:23]N(C=O)C>>[CH3:23][O:13][C:7]1[CH:6]=[C:5]([N+:2]([O-:4])=[O:3])[CH:10]=[CH:9][C:8]=1[O:11][CH2:12][C:16]([O:18][C:19]([CH3:22])([CH3:21])[CH3:20])=[O:17] |f:0.1,^1:0|. Procedure: A solution of 4-nitroguaiacol potassium salt (613 mg; 2.96 mmol) and t-butyl bromoacetate (0.65 mL; 4.43 mmol) in DMF (7 mL) was stirred at rt for 0.5 h prior to dilution with H2O and extraction with EtOAc. The organic layer was washed with H2O, dried over MgSO4, filtered and the filtrate concentrated under reduced pressure. The residue was purified by flash chromatography (silica gel, Hexanes/EtOAc, 100:0 to 1:1 gradient) to afford the title compound (738 mg; 88%) as a beige solid. 1H NMR (CDCl... Starting materials: C(#N)C=1C(=NSC1NC(OC1=CC=CC=C1)=O)C1=CC=C(C=C1)[N+](=O)[O-] (phenyl (4-cyano-3-(4-nitrophenyl)isothiazol-5-yl)carbamate), O1CCN(CC1)CCCN (3-morpholinopropylamine). Run in O1CCOCC1 (dioxane). Conditions: temperature 80 celsius. The product is C(#N)C=1C(=NSC1NC(=O)NCCCN1CCOCC1)C1=CC=C(C=C1)[N+](=O)[O-] (1-[4-cyano-3-(4-nitrophenyl)isothiazol-5-yl]-3-(3-morpholin-4-ylpropyl)urea). Yield: 79.2%. Reaction SMILES: [C:1]([C:3]1[C:4]([C:18]2[CH:23]=[CH:22][C:21]([N+:24]([O-:26])=[O:25])=[CH:20][CH:19]=2)=[N:5][S:6][C:7]=1[NH:8][C:9](=[O:17])OC1C=CC=CC=1)#[N:2].[O:27]1[CH2:32][CH2:31][N:30]([CH2:33][CH2:34][CH2:35][NH2:36])[CH2:29][CH2:28]1>O1CCOCC1>[C:1]([C:3]1[C:4]([C:18]2[CH:19]=[CH:20][C:21]([N+:24]([O-:26])=[O:25])=[CH:22][CH:23]=2)=[N:5][S:6][C:7]=1[NH:8][C:9]([NH:36][CH2:35][CH2:34][CH2:33][N:30]1[CH2:31][CH2:32][O:27][CH2:28][CH2:29]1)=[O:17])#[N:2]. Reported procedure: A mixture of phenyl (4-cyano-3-(4-nitrophenyl)isothiazol-5-yl)carbamate (37 mg, 0.10 mmol) and 3-morpholinopropylamine (0.021 mL, 0.14 mmol) in 0.8 mL dioxane was heated at 80° C. After 2 hours the reaction mixture was evaporated to a yellowish oily film. This material was then chromatographed eluting with EtOAc, then gradient 2% to 6% MeOH in EtOAc to give the title compound as a pale yellow solid (33 mg, 80%). 1H NMR (acetone) δ: 8.38-8.44 (m, 2H), 8.22-8.27 (m, 2H), 6.91 (t, J=5.4 Hz, 1H), 3....